This data is from the Open Reaction Database (ORD), a public repository of structured organic reaction records. The task is: describe an organic reaction: reactants, conditions, products, and yield The reactants are COC(=O)Cc1ccc(C#Cc2ccc(C3(OCc4ccccc4)CC3)c(C)c2)cc1, CCO, [Na+], C1CCOC1, [OH-]. The product is Cc1cc(C#Cc2ccc(CC(=O)O)cc2)ccc1C1(OCc2ccccc2)CC1. RXN SMILES: [CH2:1]([c:2]1[cH:3][cH:4][cH:5][cH:6][cH:7]1)[O:8][C:9]1([c:12]2[c:13]([CH3:31])[cH:14][c:15]([C:18]#[C:19][c:20]3[cH:21][cH:22][c:23]([CH2:26][C:27](=[O:28])[O:29][CH3:30])[cH:24][cH:25]3)[cH:16][cH:17]2)[CH2:10][CH2:11]1.[CH3:34][CH2:35][OH:36].[Na+:33].[O:37]1[CH2:38][CH2:39][CH2:40][CH2:41]1.[OH-:32]>>[CH2:1]([c:2]1[cH:3][cH:4][cH:5][cH:6][cH:7]1)[O:8][C:9]1([c:12]2[c:13]([CH3:31])[cH:14][c:15]([C:18]#[C:19][c:20]3[cH:21][cH:22][c:23]([CH2:26][C:27](=[O:28])[OH:29])[cH:24][cH:25]3)[cH:16][cH:17]2)[CH2:10][CH2:11]1. Starting materials: [C-]1=CC=CC2=CC3=CC=CC=C3C=C12.[Na+] (sodium anthracenide), CS(=O)(N1CCCC1)=NS(=O)(=O)C1=CC=C(C=C1)C (methyl[(4-methylbenzenesulfonyl)imino]pyrrolidin-1-yl-λ6-sulfanone). Run in COCCOC (1,2-dimethoxyethane). The product is N=S(=O)(N1CCCC1)C (Imino(methyl)pyrrolidin-1-yl-λ6-sulfanone). As a reaction SMILES: [C-]1C2C(=CC3C(C=2)=CC=CC=3)C=CC=1.[Na+].[CH3:16][S:17](=[N:24]S(C1C=CC(C)=CC=1)(=O)=O)([N:19]1[CH2:23][CH2:22][CH2:21][CH2:20]1)=[O:18]>COCCOC>[NH:24]=[S:17]([CH3:16])([N:19]1[CH2:23][CH2:22][CH2:21][CH2:20]1)=[O:18] |f:0.1|. Procedure: A solution of sodium anthracenide (0.6 M in 1,2-dimethoxyethane; 20 mL) is added drop wise to methyl[(4-methylbenzenesulfonyl)imino]pyrrolidin-1-yl-λ6-sulfanone (2.00 g) in 1,2-dimethoxyethane (10 mL) at 0° C. until the blue color persists for a few minutes. The reaction mixture is quenched with hydrochloric acid (3 N; 3 mL), diluted with dichloromethane (60 mL), and stirred for a few minutes. The aqueous phase is separated, washed with dichloromethane and diethyl ether, and basified with solid ... Reactants: OC1=CC=C(C=C1)SSC1=CC=C(C=C1)O (4-hydroxyphenyldisulfide), [H-].[Na+] (sodium hydride), [Cl-].[Na+].O.C(C)(=O)OCC (brine ethyl acetate), ClCOC (chloromethylmethyl ether). The solvent is CN(C=O)C (N,N-dimethylformamide). Run at time 15 minute. Yields the product COCOC1=CC=C(C=C1)SSC1=CC=C(C=C1)OCOC (4-(methoxymethyloxy)-phenyldisulfide). As a reaction SMILES: [OH:1][C:2]1[CH:7]=[CH:6][C:5]([S:8][S:9][C:10]2[CH:15]=[CH:14][C:13]([OH:16])=[CH:12][CH:11]=2)=[CH:4][CH:3]=1.[H-].[Na+].Cl[CH2:20][O:21][CH3:22].[Cl-].[Na+].O.[C:26]([O:29][CH2:30]C)(=O)C>CN(C)C=O>[CH3:20][O:21][CH2:22][O:16][C:13]1[CH:14]=[CH:15][C:10]([S:9][S:8][C:5]2[CH:4]=[CH:3][C:2]([O:1][CH2:26][O:29][CH3:30])=[CH:7][CH:6]=2)=[CH:11][CH:12]=1 |f:1.2,4.5.6.7|. Reported procedure: To a solution of 4-hydroxyphenyldisulfide (650 mg, 2.60 mmol) in 10 mL of anhydrous N,N-dimethylformamide at 10° C. was added sodium hydride (230 mg, 5.75 mmol, 60% dispersion in mineral oil). After stirring for 15 minutes, chloromethylmethyl ether (0.44 mL, 5.75 mmol) was added via syringe. The reaction was warmed to ambient temperature and stirred for 0.5 hours. The mixture was distributed between brine/ethyl acetate (20 mL each). The layers were separated and the aqueous phase extracted with ... Reactants: C(C)OC(=O)C1N(CCC1(C)O)S(=O)(=O)C1=CC=C(C=C1)C (3-Hydroxy-3-methyl-1-(toluene-4-sulfonyl)-pyrrolidine-2-carboxylic acid ethyl ester), O=P(Cl)(Cl)Cl (POCl3). The solvent is N1=CC=CC=C1 (pyridine). Run at time 8 hour. Product: C(C)OC(=O)C1N(CC=C1C)S(=O)(=O)C1=CC=C(C=C1)C (3-Methyl-1-(toluene-4-sulfonyl)-2,5-dihydro-1H-pyrrole-2-carboxylic acid ethyl ester). Isolated yield 88.6%. RXN SMILES: [CH2:1]([O:3][C:4]([CH:6]1[C:10](O)([CH3:11])[CH2:9][CH2:8][N:7]1[S:13]([C:16]1[CH:21]=[CH:20][C:19]([CH3:22])=[CH:18][CH:17]=1)(=[O:15])=[O:14])=[O:5])[CH3:2].O=P(Cl)(Cl)Cl>N1C=CC=CC=1>[CH2:1]([O:3][C:4]([CH:6]1[C:10]([CH3:11])=[CH:9][CH2:8][N:7]1[S:13]([C:16]1[CH:21]=[CH:20][C:19]([CH3:22])=[CH:18][CH:17]=1)(=[O:14])=[O:15])=[O:5])[CH3:2]. Reported procedure: The pyrrolidine oil 82 (10.5 g, 32.11 mmol) was dissolved in pyridine (86 mL). POCl3 (7.48 mL, 80.27 mmol) was added dropwise and the resulting mixture stirred overnight at room temperature. The mixture was poured over ice, extracted with ether and washed with 5% aq. HCl, 5% sodium bicarbonate solution and water. The ether layer was dried over sodium sulfate, filtered and evaporated under reduced pressure to give the crude solid 83 (8.80 g, 88%). 1H-NMR (400 MHz, CDCl3): δ 1.28 (t, 3H), 1.69 (m,... The reactants are CC(C)(C)OC(=O)CN(CCO)Cc1ccccc1, CS(=O)(=O)Cl, ClCCl, c1ccncc1. The product is CC(C)(C)OC(=O)CN(CCOS(C)(=O)=O)Cc1ccccc1. As a reaction SMILES: [C:1]([CH3:2])([CH3:3])([CH3:4])[O:5][C:6]([CH2:7][N:8]([CH2:9][CH2:10][OH:11])[CH2:12][c:13]1[cH:14][cH:15][cH:16][cH:17][cH:18]1)=[O:19].[CH3:20][S:21]([Cl:22])(=[O:23])=[O:24].[Cl:31][CH2:32][Cl:33].[cH:25]1[cH:26][cH:27][n:28][cH:29][cH:30]1>>[C:1]([CH3:2])([CH3:3])([CH3:4])[O:5][C:6]([CH2:7][N:8]([CH2:9][CH2:10][O:11][S:21]([CH3:20])(=[O:23])=[O:24])[CH2:12][c:13]1[cH:14][cH:15][cH:16][cH:17][cH:18]1)=[O:19]. Product: ClC=1C=CC(=NC1OC)C1=NN(C(=C1Cl)C(F)(F)F)C (3-(5-Chloro-6-methoxy-2-pyridyl)-4-chloro-5-trifluoromethyl-1-methyl-[1H]-pyrazole). Solvent: CO (methanol), C(C)OCC (diethyl ether). Reported procedure: 1.0 g of 3-(5,6-dichloro-2-pyridyl)-4-chloro-5-trifluoromethyl-1-methyl-[1 H]-pyrazole (Example H20) is initially introduced into 5 ml of dry dimethoxyethane. After the solution has been cooled to 0° C., 0.61 ml of a 5.4 molar solution of sodium methylate in methanol is added dropwise and the mixture is subsequently stirred at 25° C. for 2 days. The reaction mixture is taken up in diethyl ether and washed successively with 0.5 N hydrochloric acid, water and brine. After drying over sodium sulfat... Run at temperature 0 celsius, time 2 day. RXN SMILES: [Cl:1][C:2]1[CH:3]=[CH:4][C:5]([C:9]2[C:13]([Cl:14])=[C:12]([C:15]([F:18])([F:17])[F:16])[N:11]([CH3:19])[N:10]=2)=[N:6][C:7]=1Cl.[CH2:20](COC)[O:21]C.C[O-].[Na+]>CO.C(OCC)C>[Cl:1][C:2]1[CH:3]=[CH:4][C:5]([C:9]2[C:13]([Cl:14])=[C:12]([C:15]([F:18])([F:17])[F:16])[N:11]([CH3:19])[N:10]=2)=[N:6][C:7]=1[O:21][CH3:20] |f:2.3|. The reactants are ClC=1C=CC(=NC1Cl)C1=NN(C(=C1Cl)C(F)(F)F)C (3-(5,6-dichloro-2-pyridyl)-4-chloro-5-trifluoromethyl-1-methyl-[1 H]-pyrazole), C(OC)COC (dimethoxyethane), solution, C[O-].[Na+] (sodium methylate). The reactants are NC=1C=CC(=C(C1)[C@]1(N=C(OC[C@H]1F)N)C)F ((4R,5S)-4-(5-amino-2-fluoro-phenyl)-5-fluoro-4-methyl-5,6-dihydro-4H-[1,3]oxazin-2-ylamine), ClC=1C(=NC=C(C1)C(F)(F)F)C(=O)O (3-chloro-5-trifluoromethyl-pyridine-2-carboxylic acid). Yields the product NC=1OC[C@H]([C@@](N1)(C)C=1C=C(C=CC1F)NC(=O)C1=NC=C(C=C1Cl)C(F)(F)F)F (3-Chloro-5-trifluoromethyl-pyridine-2-carboxylic acid [3-((4R,5S)-2-amino-5-fluoro-4-methyl-5,6-dihydro-4H-[1,3]oxazin-4-yl)-4-fluoro-phenyl]-amide). Reaction SMILES: [NH2:1][C:2]1[CH:3]=[CH:4][C:5]([F:17])=[C:6]([C@:8]2([CH3:16])[C@H:13]([F:14])[CH2:12][O:11][C:10]([NH2:15])=[N:9]2)[CH:7]=1.[Cl:18][C:19]1[C:20]([C:29](O)=[O:30])=[N:21][CH:22]=[C:23]([C:25]([F:28])([F:27])[F:26])[CH:24]=1>>[NH2:15][C:10]1[O:11][CH2:12][C@@H:13]([F:14])[C@:8]([C:6]2[CH:7]=[C:2]([NH:1][C:29]([C:20]3[C:19]([Cl:18])=[CH:24][C:23]([C:25]([F:27])([F:26])[F:28])=[CH:22][N:21]=3)=[O:30])[CH:3]=[CH:4][C:5]=2[F:17])([CH3:16])[N:9]=1. Procedure: The condensation of (4R,5S)-4-(5-amino-2-fluoro-phenyl)-5-fluoro-4-methyl-5,6-dihydro-4H-[1,3]oxazin-2-ylamine (intermediate A8.1) and 3-chloro-5-trifluoromethyl-pyridine-2-carboxylic acid following procedure I yielded the title compound as a white solid. MS (ISP): m/z=449.2 [M+H]+. Starting materials: [Al+3], C1CCOC1, CCOCC, COC(=O)C1(C)CCN(c2ccc(Cl)c(OC)c2)CC1, [H-], [H-], [H-], [H-], [Li+]. Yields the product COc1cc(N2CCC(C)(CO)CC2)ccc1Cl. RXN SMILES: [Al+3:22].[CH2:27]1[O:28][CH2:29][CH2:30][CH2:31]1.[CH3:32][CH2:33][O:34][CH2:35][CH3:36].[Cl:1][c:2]1[c:3]([O:19][CH3:20])[cH:4][c:5]([N:8]2[CH2:9][CH2:10][C:11]([C:14](=[O:15])[O:16][CH3:17])([CH3:18])[CH2:12][CH2:13]2)[cH:6][cH:7]1.[H-:21].[H-:24].[H-:25].[H-:26].[Li+:23]>>[Cl:1][c:2]1[c:3]([O:19][CH3:20])[cH:4][c:5]([N:8]2[CH2:9][CH2:10][C:11]([CH2:14][OH:15])([CH3:18])[CH2:12][CH2:13]2)[cH:6][cH:7]1.